The task is: describe an organic reaction: reactants, conditions, products, and yield. This data is from the Open Reaction Database (ORD), a public repository of structured organic reaction records. Reactants: ClC=1N=C(N(C1CC(=O)O)CC1=CC=C(C=C1)C)C1=CC=CC=C1 (4-chloro-1-(4-methylbenzyl)-2-phenylimidazole-5-acetic acid), S(O)(O)(=O)=O (sulfuric acid), CO (methanol). Procedure details: In 100 ml of methanol was dissolved 1.8 g of 4-chloro-1-(4-methylbenzyl)-2-phenylimidazole-5-acetic acid, and 0.5 ml of concentrated sulfuric acid was added to the solution to boil for 2 hours. The reaction solution was evaporated to dryness under reduced pressure, and 50 ml each of ethyl acetate and a 10% aqueous sodium bicarbonate solution were added to the residue to shake. The ethyl acetate layer, after washing with water, was evaporated to dryness under reduced pressure. The residue was dis... Product: ClC=1N=C(N(C1CC(=O)OC)CC1=CC=C(C=C1)C)C1=CC=CC=C1 (methyl 4-chloro-1-(4-methylbenzyl)-2-phenylimidazole-5-acetate). Run at time 2 hour. Reaction SMILES: [Cl:1][C:2]1[N:3]=[C:4]([C:19]2[CH:24]=[CH:23][CH:22]=[CH:21][CH:20]=2)[N:5]([CH2:11][C:12]2[CH:17]=[CH:16][C:15]([CH3:18])=[CH:14][CH:13]=2)[C:6]=1[CH2:7][C:8]([OH:10])=[O:9].S(=O)(=O)(O)O.[CH3:30]O>>[Cl:1][C:2]1[N:3]=[C:4]([C:19]2[CH:24]=[CH:23][CH:22]=[CH:21][CH:20]=2)[N:5]([CH2:11][C:12]2[CH:17]=[CH:16][C:15]([CH3:18])=[CH:14][CH:13]=2)[C:6]=1[CH2:7][C:8]([O:10][CH3:30])=[O:9].